Task: describe an organic reaction: reactants, conditions, products, and yield. Dataset: the Open Reaction Database (ORD), a public repository of structured organic reaction records RXN SMILES: [NH2:1][C:2]1[N:7]=[CH:6][N:5]=[C:4]2[N:8]([CH:12]([C:14]3[CH:21]=[C:20]([Cl:22])[C:17]([C:18]#[N:19])=[C:16](Br)[C:15]=3[O:24][CH2:25][CH3:26])[CH3:13])[N:9]=[C:10]([CH3:11])[C:3]=12.[CH3:27][S:28]([C:31]1[CH:32]=[N:33][CH:34]=[C:35](B2OC(C)(C)C(C)(C)O2)[CH:36]=1)(=[O:30])=[O:29].C(#N)C.C(=O)([O-])[O-].[Na+].[Na+].O.ClCCl>>[NH2:1][C:2]1[N:7]=[CH:6][N:5]=[C:4]2[N:8]([CH:12]([C:14]3[CH:21]=[C:20]([Cl:22])[C:17]([C:18]#[N:19])=[C:16]([C:35]4[CH:34]=[N:33][CH:32]=[C:31]([S:28]([CH3:27])(=[O:30])=[O:29])[CH:36]=4)[C:15]=3[O:24][CH2:25][CH3:26])[CH3:13])[N:9]=[C:10]([CH3:11])[C:3]=12 |f:3.4.5|. Procedure details: To a mixture of 4-[1-(4-amino-3-methyl-1H-pyrazolo[3,4-d]pyrimidin-1-yl)ethyl]-2-bromo-6-chloro-3-ethoxybenzonitrile (20 mg, 0.04 mmol) and 3-(methylsulfonyl)-5-(4,4,5,5-tetramethyl-1,3,2-dioxaborolan-2-yl)pyridine (19 mg, 0.069 mmol) in acetonitrile (2 mL, 40 mmol) was added sodium carbonate (10 mg, 0.09 mmol) in water (0.5 mL, 30 mmol). The reaction was degassed with bubbling nitrogen. [1,1′-bis(diphenylphosphino)ferrocene]dichloropalladium(II) complex with dichloromethane (1:1) (2 mg, 0.002 m... Yields the product NC1=C2C(=NC=N1)N(N=C2C)C(C)C2=C(C(=C(C#N)C(=C2)Cl)C=2C=NC=C(C2)S(=O)(=O)C)OCC (4-[1-(4-amino-3-methyl-1H-pyrazolo[3,4-d]pyrimidin-1-yl)ethyl]-6-chloro-3-ethoxy-2-[5-(methylsulfonyl)pyridin-3-yl]benzonitrile). The yield is 19.5%. The reactants are NC1=C2C(=NC=N1)N(N=C2C)C(C)C2=C(C(=C(C#N)C(=C2)Cl)Br)OCC (4-[1-(4-amino-3-methyl-1H-pyrazolo[3,4-d]pyrimidin-1-yl)ethyl]-2-bromo-6-chloro-3-ethoxybenzonitrile), CS(=O)(=O)C=1C=NC=C(C1)B1OC(C(O1)(C)C)(C)C (3-(methylsulfonyl)-5-(4,4,5,5-tetramethyl-1,3,2-dioxaborolan-2-yl)pyridine), C(C)#N (acetonitrile), C([O-])([O-])=O.[Na+].[Na+] (sodium carbonate), O (water), ClCCl (dichloromethane). Reaction conditions: temperature 100 celsius.